Dataset: the Open Reaction Database (ORD), a public repository of structured organic reaction records. Task: describe an organic reaction: reactants, conditions, products, and yield Starting materials: ClC1c2ccccc2COc2ccccc21, ClCCl, Cl, Cl, O=C(CCc1cccnc1)NCCCCC1CCNCC1. The product is O=C(CCc1cccnc1)NCCCCC1CCN(C2c3ccccc3COc3ccccc32)CC1. Reaction SMILES: [Cl:1][CH:2]1[c:3]2[c:4]([cH:13][cH:14][cH:15][cH:16]2)[O:5][CH2:6][c:7]2[c:8]1[cH:9][cH:10][cH:11][cH:12]2.[Cl:40][CH2:41][Cl:42].[ClH:17].[ClH:18].[NH:19]1[CH2:20][CH2:21][CH:22]([CH2:25][CH2:26][CH2:27][CH2:28][NH:29][C:30]([CH2:31][CH2:32][c:33]2[cH:34][n:35][cH:36][cH:37][cH:38]2)=[O:39])[CH2:23][CH2:24]1>>[CH:2]1([N:19]2[CH2:20][CH2:21][CH:22]([CH2:25][CH2:26][CH2:27][CH2:28][NH:29][C:30]([CH2:31][CH2:32][c:33]3[cH:34][n:35][cH:36][cH:37][cH:38]3)=[O:39])[CH2:23][CH2:24]2)[c:3]2[c:4]([cH:13][cH:14][cH:15][cH:16]2)[O:5][CH2:6][c:7]2[c:8]1[cH:9][cH:10][cH:11][cH:12]2. Starting materials: C(C)OC(COC1=CC=C(C=C1)C(C)=O)OCC (1-(4-(2,2-diethoxyethoxy)phenyl)ethanone), O (water). The solvent is C1(=CC=CC=C1)C (toluene). Product: O1C=CC2=C1C=CC(=C2)C(C)=O (1-(benzofuran-5-yl)ethanone). Yield: 3.7%. RXN SMILES: C(O[CH:4](OCC)[CH2:5][O:6][C:7]1[CH:12]=[CH:11][C:10]([C:13](=[O:15])[CH3:14])=[CH:9][CH:8]=1)C.O>C1(C)C=CC=CC=1>[O:6]1[C:7]2[CH:12]=[CH:11][C:10]([C:13](=[O:15])[CH3:14])=[CH:9][C:8]=2[CH:4]=[CH:5]1. Reported procedure: To a solution of 1-(4-(2,2-diethoxyethoxy)phenyl)ethanone (2.46 g, 7.34 mmol) in toluene (25 mL), was added PPA (2.50 g) and refluxed for 1 hour. Under ice-cold conditions, the reaction solution was added water, and extracted with ethyl acetate. The organic layer was washed with brine, dried over anhydrous sodium sulfate, and concentrated in vacuo. The obtained residue was purified by silica-gel column chromatography (hexane/ethyl acetate), and the title compound (44 mg (yield 3.7%)) was obtaine... The reactants are C(C)OC(=O)C1CCN(CC1)CC1=COC2=C1C=CC(=C2)OC=2SC=1C(=NC=CC1)N2 (1-[6-(thiazolo[4,5-b]pyridin-2-yloxy)-benzofuran-3-ylmethyl]-piperidine-4-carboxylic acid ethyl ester), [OH-].[K+] (KOH), Cl (HCl). The solvent is CC(C)O (IPA). Conditions: time 2 hour. Product: S1C(=NC2=NC=CC=C21)OC2=CC1=C(C(=CO1)CN1CCC(CC1)C(=O)O)C=C2 (1-[6-(Thiazolo[4,5-b]pyridin-2-yloxy)-benzofuran-3-ylmethyl]-piperidine-4-carboxylic acid). Isolated yield 38.0%. RXN SMILES: C([O:3][C:4]([CH:6]1[CH2:11][CH2:10][N:9]([CH2:12][C:13]2[C:17]3[CH:18]=[CH:19][C:20]([O:22][C:23]4[S:24][C:25]5[C:26]([N:31]=4)=[N:27][CH:28]=[CH:29][CH:30]=5)=[CH:21][C:16]=3[O:15][CH:14]=2)[CH2:8][CH2:7]1)=[O:5])C.[OH-].[K+].Cl>CC(O)C>[S:24]1[C:25]2[C:26](=[N:27][CH:28]=[CH:29][CH:30]=2)[N:31]=[C:23]1[O:22][C:20]1[CH:19]=[CH:18][C:17]2[C:13]([CH2:12][N:9]3[CH2:10][CH2:11][CH:6]([C:4]([OH:5])=[O:3])[CH2:7][CH2:8]3)=[CH:14][O:15][C:16]=2[CH:21]=1 |f:1.2|. Procedure details: To a solution 1-[6-(thiazolo[4,5-b]pyridin-2-yloxy)-benzofuran-3-ylmethyl]-piperidine-4-carboxylic acid ethyl ester (77 mg, 0.18 mmol) in IPA (1.7 mL) was added 2 M KOH (0.9 mL, 1.8 mmol) and stirred (rt, 2 h). The pH of the reaction mixture was adjusted to pH 8 with 1 M HCl (1.7 mL) and partitioned with DCM (30 mL). The aqueous phase was extracted with DCM (3×30 mL). The organic layers were combined, dried, filtered and concentrated in vacuo to provide the title compound as a yellow solid (28 m... Run in C(C)O (ethanol). Reaction SMILES: C(OC(=O)[NH:7][C:8]1([CH2:16][CH2:17][C:18]2[CH:23]=[CH:22][C:21]([O:24][CH2:25][CH2:26][CH2:27][C:28]3[CH:33]=[C:32]([C:34]([F:37])([F:36])[F:35])[CH:31]=[CH:30][C:29]=3[Cl:38])=[C:20]([C:39]([F:42])([F:41])[F:40])[CH:19]=2)[CH2:13][O:12]C(C)(C)[O:10][CH2:9]1)(C)(C)C.Cl>C(O)C>[ClH:38].[NH2:7][C:8]([CH2:16][CH2:17][C:18]1[CH:23]=[CH:22][C:21]([O:24][CH2:25][CH2:26][CH2:27][C:28]2[CH:33]=[C:32]([C:34]([F:35])([F:36])[F:37])[CH:31]=[CH:30][C:29]=2[Cl:38])=[C:20]([C:39]([F:42])([F:40])[F:41])[CH:19]=1)([CH2:13][OH:12])[CH2:9][OH:10] |f:3.4|. Yield: 172.8%. Procedure: Compound 57-4 (870 mg) was dissolved in ethanol (15 ml), concentrated hydrochloric acid (1.5 ml) was added, and the mixture was stirred at 80° C. for 2 hr. The reaction mixture was concentrated, and the residue was washed with diethyl ether to give the object product (630 mg) as a white powder. Conditions: temperature 80 celsius, time 2 hour. The reactants are C(C)(C)(C)OC(NC1(COC(OC1)(C)C)CCC1=CC(=C(C=C1)OCCCC1=C(C=CC(=C1)C(F)(F)F)Cl)C(F)(F)F)=O ([5-(2-{4-[3-(2-chloro-5-trifluoromethylphenyl)propoxy]-3-trifluoromethylphenyl}ethyl)-2,2-dimethyl-1,3-dioxan-5-yl]carbamic acid t-butyl ester), Cl (hydrochloric acid). Yields the product Cl.NC(CO)(CO)CCC1=CC(=C(C=C1)OCCCC1=C(C=CC(=C1)C(F)(F)F)Cl)C(F)(F)F (2-amino-2-(2-{4-[3-(2-chloro-5-trifluoromethylphenyl)propoxy]-3-trifluoromethylphenyl}ethyl)propane-1,3-diol hydrochloride). Reactants: CN(C)C (Trimethylamine), FC1=C(C=CC(=C1F)OCCCCCCCC)C1=NC=C(C=N1)O (2-(2',3'-Difluoro-4'-octyloxyphenyl)-5-hydroxypyrimidine), Cl[C@H](C(=O)Cl)[C@H](CC)C ((2S, 3S)-2-chloro-3-methylpentanoyl chloride). Solvent: ClCCl (dichloromethane), ClCCl (Dichloromethane). Conditions: time 2 hour. Yields the product FC1=C(C=CC(=C1F)OCCCCCCCC)C1=NC=C(C=N1)OC([C@H]([C@H](CC)C)Cl)=O ((+)-2-(2',3'-Difluoro-4'-octyloxyphenyl)-5-[(2S,3S)-2-chloro-3-methylpentanoyloxy]pyrimidine). Yield: 61.8%. Reaction SMILES: CN(C)C.[F:5][C:6]1[C:11]([F:12])=[C:10]([O:13][CH2:14][CH2:15][CH2:16][CH2:17][CH2:18][CH2:19][CH2:20][CH3:21])[CH:9]=[CH:8][C:7]=1[C:22]1[N:27]=[CH:26][C:25]([OH:28])=[CH:24][N:23]=1.[Cl:29][C@@H:30]([C@@H:34]([CH3:37])[CH2:35][CH3:36])[C:31](Cl)=[O:32]>ClCCl>[F:5][C:6]1[C:11]([F:12])=[C:10]([O:13][CH2:14][CH2:15][CH2:16][CH2:17][CH2:18][CH2:19][CH2:20][CH3:21])[CH:9]=[CH:8][C:7]=1[C:22]1[N:23]=[CH:24][C:25]([O:28][C:31](=[O:32])[C@@H:30]([Cl:29])[C@@H:34]([CH3:37])[CH2:35][CH3:36])=[CH:26][N:27]=1. Reported procedure: --Trimethylamine (234 mg, 2.31 mmol) was added to a solution of the difluorophenylhydroxy-pyrimidine 35 (740 mg, 2.31 mmol) and (2S, 3S)-2-chloro-3-methylpentanoyl chloride 36 (388 mg, 2.31 mmol) in dry dichloromethane (8 ml) with stirring under nitrogen at room temperature for 2 h. Dichloromethane was added and the mixture was washed with dilute hydrochloric acid (twice), saturated sodium bicarbonate solution and brine, dried and evaporated. The residue was purified by flash chromatography (10%... Reactants: BrC=1SC=CN1 (2-bromothiazole), C(C#C)O (propargyl alcohol). The reagents and catalysts are [Cu]I (Copper (I) iodide). The solvent is C(C)#N (acetonitrile). Conditions: time 80 hour. Yields the product S1C(=NC=C1)C#CCO (3-[(2-Thiazolyl)]-2-propynol). The yield is 16.3%. Reaction SMILES: Br[C:2]1[S:3][CH:4]=[CH:5][N:6]=1.[CH2:7]([OH:10])[C:8]#[CH:9]>C(#N)C.[Cu]I>[S:3]1[CH:4]=[CH:5][N:6]=[C:2]1[C:9]#[C:8][CH2:7][OH:10]. Procedure: Copper (I) iodide (28.5 mg) was added to a stirred solution of 2-bromothiazole (5 g), propargyl alcohol (1.68 g), BTPC (210 mg) and DEA (2.41 g) in acetonitrile (88 ml). The mixture was stirred under nitrogen for 80 h, concentrated and partitioned between ethyl acetate (100 ml) and water (100 ml). The organic layer was dried and concentrated to yield the crude product which was purified by FCC eluting with toluene/ethyl acetate (5:2) to give the title product as a brown oil (0.68 g), t.l.c. (tol... Reactants: OC1=C(C=CC=C1)S(=O)(=O)N (2-hydroxyphenylsulfonamide), C([O-])([O-])=O.[K+].[K+] (potassium carbonate), C(C=C)Br (allyl bromide). Solvent: C(C)C(=O)C (methyl ethyl ketone). Reaction conditions: time 1 hour. Product: C(C=C)OC1=C(C=CC=C1)S(=O)(=O)N (2-allyloxyphenylsulfonamide). RXN SMILES: [OH:1][C:2]1[CH:7]=[CH:6][CH:5]=[CH:4][C:3]=1[S:8]([NH2:11])(=[O:10])=[O:9].C(=O)([O-])[O-].[K+].[K+].[CH2:18](Br)[CH:19]=[CH2:20]>C(C(C)=O)C>[CH2:20]([O:1][C:2]1[CH:7]=[CH:6][CH:5]=[CH:4][C:3]=1[S:8]([NH2:11])(=[O:9])=[O:10])[CH:19]=[CH2:18] |f:1.2.3|. Procedure details: A mixture of 3.5 g of 2-hydroxyphenylsulfonamide, 5.5 g of potassium carbonate and 1.7 ml of allyl bromide in 100 ml of methyl ethyl ketone is stirred, under nitrogen, for 1 hour at reflux temperature. The reaction mixture is cooled to room temperature, filtered, and evaporated to dryness. One recrystallisation from ethyl acetate yields 3.27 g of 2-allyloxyphenylsulfonamide with a melting point of 104°-105° C. Reactants: NC1=NC=CC=C1OCC1=CC=CC=C1 (2-amino-3-benzyloxypyridine), C1(CCCCC1)[N+]#[C-] (cyclohexyl isocyanide), COC=1C=C(C=O)C=C(C1)OC (3,5-dimethoxybenzaldehyde). The solvent is Cl(=O)(=O)(=O)O (perchloric acid). Yields the product C(C1=CC=CC=C1)OC=1C=2N(C=CC1)C(=C(N2)C2=CC(=CC(=C2)OC)OC)NC2CCCCC2 ([8-benzyloxy-2-(3,5-dimethoxyphenyl)-imidazo[1,2-a]pyridin-3-yl]-cyclohexylamine). RXN SMILES: [NH2:1][C:2]1[C:7]([O:8][CH2:9][C:10]2[CH:15]=[CH:14][CH:13]=[CH:12][CH:11]=2)=[CH:6][CH:5]=[CH:4][N:3]=1.[CH:16]1([N+:22]#[C-:23])[CH2:21][CH2:20][CH2:19][CH2:18][CH2:17]1.[CH3:24][O:25][C:26]1[CH:27]=[C:28]([CH:31]=[C:32]([O:34][CH3:35])[CH:33]=1)[CH:29]=O>Cl(O)(=O)(=O)=O>[CH2:9]([O:8][C:7]1[C:2]2[N:3]([C:23]([NH:22][CH:16]3[CH2:21][CH2:20][CH2:19][CH2:18][CH2:17]3)=[C:29]([C:28]3[CH:31]=[C:32]([O:34][CH3:35])[CH:33]=[C:26]([O:25][CH3:24])[CH:27]=3)[N:1]=2)[CH:4]=[CH:5][CH:6]=1)[C:10]1[CH:11]=[CH:12][CH:13]=[CH:14][CH:15]=1. Reported procedure: Compound (10) was prepared according to the general synthesis instructions from 1.0 ml of 2-amino-3-benzyloxypyridine solution (0.1 M, DCM), 0.575 ml of cyclohexyl isocyanide solution (0.2 M, DCM), 0.500 ml of 3,5-dimethoxybenzaldehyde solution (0.3 M, DCM), and 10 μl of perchloric acid (w=20%).